From a dataset of the Open Reaction Database (ORD), a public repository of structured organic reaction records. describe an organic reaction: reactants, conditions, products, and yield Starting materials: [BH4-], Cc1nc(NC(=O)C(C)(C)C)ccc1C=O, [Na+]. The product is Cc1nc(NC(=O)C(C)(C)C)ccc1CO. RXN SMILES: [BH4-:17].[CH:1](=[O:2])[c:3]1[cH:4][cH:5][c:6]([NH:10][C:11]([C:12]([CH3:13])([CH3:14])[CH3:15])=[O:16])[n:7][c:8]1[CH3:9].[Na+:18]>>[CH2:1]([OH:2])[c:3]1[cH:4][cH:5][c:6]([NH:10][C:11]([C:12]([CH3:13])([CH3:14])[CH3:15])=[O:16])[n:7][c:8]1[CH3:9]. The reactants are COC(=O)C(N)CC(C)C, Cc1cc(F)ccc1N=C=S, NCCO, CC(C)CC(N)CO. Yields the product Cc1cc(F)ccc1N=C1NC(CC(C)C)CS1. As a reaction SMILES: [CH3:9][O:10][C:11](=[O:12])[CH:13]([CH2:14][CH:15]([CH3:16])[CH3:17])[NH2:18].[F:23][c:24]1[cH:25][c:26]([CH3:33])[c:27]([N:30]=[C:31]=[S:32])[cH:28][cH:29]1.[OH:19][CH2:20][CH2:21][NH2:22].[OH:1][CH2:2][CH:3]([CH2:4][CH:5]([CH3:6])[CH3:7])[NH2:8]>>[CH2:2]1[CH:3]([CH2:4][CH:5]([CH3:6])[CH3:7])[NH:8][C:31](=[N:30][c:27]2[c:26]([CH3:33])[cH:25][c:24]([F:23])[cH:29][cH:28]2)[S:32]1. Reactants: [Br-], C1CCOC1, Cc1ccc([Mg+])nc1, CN(C)C=O. Product: Cc1ccc(C=O)nc1. Reaction SMILES: [Br-:1].[CH2:10]1[CH2:12][CH2:11][CH2:13][O:14]1.[CH3:2][c:3]1[cH:4][cH:5][c:6]([Mg+:9])[n:7][cH:8]1.[O:15]=[CH:16][N:17]([CH3:18])[CH3:19]>>[CH3:2][c:3]1[cH:4][cH:5][c:6]([CH:13]=[O:14])[n:7][cH:8]1. Starting materials: c1ccc(CC2CCNCC2)cc1, CCOCC, O=C(CCl)Nc1ccc2c(c1)OCC(=O)N2. Product: O=C(CN1CCC(Cc2ccccc2)CC1)Nc1ccc2c(c1)OCC(=O)N2. Reaction SMILES: [CH2:17]([c:18]1[cH:19][cH:20][cH:21][cH:22][cH:23]1)[CH:24]1[CH2:25][CH2:26][NH:27][CH2:28][CH2:29]1.[CH2:30]([O:31][CH2:32][CH3:33])[CH3:34].[Cl:1][CH2:2][C:3](=[O:4])[NH:5][c:6]1[cH:7][c:8]2[c:9]([cH:15][cH:16]1)[NH:10][C:11](=[O:14])[CH2:12][O:13]2>>[CH2:2]([C:3](=[O:4])[NH:5][c:6]1[cH:7][c:8]2[c:9]([cH:15][cH:16]1)[NH:10][C:11](=[O:14])[CH2:12][O:13]2)[N:27]1[CH2:26][CH2:25][CH:24]([CH2:17][c:18]2[cH:19][cH:20][cH:21][cH:22][cH:23]2)[CH2:29][CH2:28]1. Starting materials: CO, [Li+], COC(=O)C(Cc1cc(C)c2[nH]ncc2c1)OC(=O)N1CCC(c2cc3ccccc3[nH]c2=O)CC1, C1CCOC1, [OH-], O, O. Yields the product Cc1cc(CC(OC(=O)N2CCC(c3cc4ccccc4[nH]c3=O)CC2)C(=O)O)cc2cn[nH]c12. As a reaction SMILES: [CH3:40][OH:41].[Li+:39].[O:1]=[c:2]1[nH:3][c:4]2[cH:5][cH:6][cH:7][cH:8][c:9]2[cH:10][c:11]1[CH:12]1[CH2:13][CH2:14][N:15]([C:18](=[O:19])[O:20][CH:21]([C:22](=[O:23])[O:24][CH3:25])[CH2:26][c:27]2[cH:28][c:29]3[cH:30][n:31][nH:32][c:33]3[c:34]([CH3:36])[cH:35]2)[CH2:16][CH2:17]1.[O:42]1[CH2:43][CH2:44][CH2:45][CH2:46]1.[OH-:38].[OH2:37].[OH2:47]>>[O:1]=[c:2]1[nH:3][c:4]2[cH:5][cH:6][cH:7][cH:8][c:9]2[cH:10][c:11]1[CH:12]1[CH2:13][CH2:14][N:15]([C:18](=[O:19])[O:20][CH:21]([C:22](=[O:23])[OH:24])[CH2:26][c:27]2[cH:28][c:29]3[cH:30][n:31][nH:32][c:33]3[c:34]([CH3:36])[cH:35]2)[CH2:16][CH2:17]1.